This data is from the Open Reaction Database (ORD), a public repository of structured organic reaction records. The task is: describe an organic reaction: reactants, conditions, products, and yield Starting materials: C1(=CC=CC=C1)C=1NC(N(C1)S(=O)(=O)C=1C=C2CCNC2=CC1)=O (4-Phenyl-1-(indoline-5-sulfonyl)-2-imidazolone), N1=CC=CC=C1 (pyridine), C(C)OC(=O)Cl (ethylchloroformate). Run in ClCCl (dichloromethane), ClCCl (dichloromethane). Conditions: time 1 hour. Product: C1(=CC=CC=C1)C=1NC(N(C1)S(=O)(=O)C=1C=C2CCN(C2=CC1)C(=O)OCC)=O (4-phenyl-1-(N-ethoxycarbonylindoline-5-sulfonyl)-2-imidazolone). Yield: 95.1%. RXN SMILES: [C:1]1([C:7]2[NH:8][C:9](=[O:24])[N:10]([S:12]([C:15]3[CH:16]=[C:17]4[C:21](=[CH:22][CH:23]=3)[NH:20][CH2:19][CH2:18]4)(=[O:14])=[O:13])[CH:11]=2)[CH:6]=[CH:5][CH:4]=[CH:3][CH:2]=1.N1C=CC=CC=1.[CH2:31]([O:33][C:34](Cl)=[O:35])[CH3:32]>ClCCl>[C:1]1([C:7]2[NH:8][C:9](=[O:24])[N:10]([S:12]([C:15]3[CH:16]=[C:17]4[C:21](=[CH:22][CH:23]=3)[N:20]([C:34]([O:33][CH2:31][CH3:32])=[O:35])[CH2:19][CH2:18]4)(=[O:14])=[O:13])[CH:11]=2)[CH:2]=[CH:3][CH:4]=[CH:5][CH:6]=1. Procedure: 4-Phenyl-1-(indoline-5-sulfonyl)-2-imidazolone (150 mg, 0.44 mmol) prepared in Preparation 3 was dissolved in 10 m of dichloromethane and then pyridine (39 μ, 0.484 mmol) and ethylchloroformate (46 μ, 0.484 mmol) were added thereto one after another. After the reaction mixture was stirred for one hour at room temperature, it was diluted with dichloromethane and washed twice with brine. The organic layer thus obtained was dried over anhydrous magnesium sulfate, concentrated to an oily state under... The reactants are CNC (dimethylamine), ClC1=C(C=CC(=C1)Cl)C1=CC=C(C=C1)S(=O)(=O)NC=1C=C(C(=O)Cl)C=CC1 (3-(2′,4′-dichlorobiphenyl-4-ylsulfonamido)benzoyl chloride), [Cl-].[NH4+] (ammonium chloride), Cl (HCl). The solvent is C1CCOC1 (THF). Conditions: time 3 day. Product: ClC1=C(C=CC(=C1)Cl)C1=CC=C(C=C1)S(=O)(=O)NC=1C=C(C(=O)N(C)C)C=CC1 (3-(2′,4′-Dichlorobiphenyl-4-ylsulfonamido)-N,N-dimethylbenzamide), solid. RXN SMILES: [CH3:1][NH:2][CH3:3].[Cl:4][C:5]1[CH:10]=[C:9]([Cl:11])[CH:8]=[CH:7][C:6]=1[C:12]1[CH:17]=[CH:16][C:15]([S:18]([NH:21][C:22]2[CH:23]=[C:24]([CH:28]=[CH:29][CH:30]=2)[C:25](Cl)=[O:26])(=[O:20])=[O:19])=[CH:14][CH:13]=1.[Cl-].[NH4+].Cl>C1COCC1>[Cl:4][C:5]1[CH:10]=[C:9]([Cl:11])[CH:8]=[CH:7][C:6]=1[C:12]1[CH:17]=[CH:16][C:15]([S:18]([NH:21][C:22]2[CH:23]=[C:24]([CH:28]=[CH:29][CH:30]=2)[C:25]([N:2]([CH3:3])[CH3:1])=[O:26])(=[O:20])=[O:19])=[CH:14][CH:13]=1 |f:2.3|. Reported procedure: A solution of 2 M dimethylamine in THF (5 mL) was added to 3-(2′,4′-dichlorobiphenyl-4-ylsulfonamido)benzoyl chloride (350 mg, 0.76 mmol) and the mixture was stirred at room temperature for 3 days. Saturated ammonium chloride (3 mL) was added and the solution acidified to pH 3 with 2 M HCl. The mixture was extracted with EtOAc (3×5 mL) and the organic layer was washed with brine (5 mL), dried over MgSO4, filtered and evaporated to give a yellow glass. This was triturated with acetone and the tit... Reactants: COC(CBr)OC, COc1ccc(Br)c([SH]=C([O-])N(C)C)c1, O=C([O-])[O-], CN(C)C=O, CO, Cl, [K+], [K+], [K+], [OH-], O. The product is COc1ccc(Br)c(SCC(OC)OC)c1. Reaction SMILES: [Br:25][CH2:26][CH:27]([O:28][CH3:29])[O:30][CH3:31].[Br:3][c:4]1[c:5]([SH:12]=[C:13]([O-:14])[N:15]([CH3:16])[CH3:17])[cH:6][c:7]([O:10][CH3:11])[cH:8][cH:9]1.[C:19](=[O:20])([O-:21])[O-:22].[CH3:33][N:34]([CH3:35])[CH:36]=[O:37].[CH3:38][OH:39].[ClH:18].[K+:23].[K+:24].[K+:2].[OH-:1].[OH2:32]>>[Br:3][c:4]1[c:5]([S:12][CH2:13][CH:27]([O:28][CH3:29])[O:30][CH3:31])[cH:6][c:7]([O:10][CH3:11])[cH:8][cH:9]1.